describe an organic reaction: reactants, conditions, products, and yield From a dataset of the Open Reaction Database (ORD), a public repository of structured organic reaction records. Starting materials: S(=O)(Cl)Cl (thionyl chloride), ClC1=C(C=C(C(=O)O)C=C1)C#N (4-chloro-3-cyanobenzoic acid), NC=1C(=NC=NC1OC)Cl (5-amino-4-chloro-6-methoxypyrimidine). The solvent is C1=CC=CC=C1 (benzene), ClCCl (dichloromethane). Conditions: time 115 hour. Yields the product ClC1=C(C=C(C(=O)NC=2C(=NC=NC2OC)Cl)C=C1)C#N (4-Chloro-N-(4-chloro-6-methoxy-5-pyrimidinyl)-3-cyanobenzamide). Isolated yield 75.4%. As a reaction SMILES: [Cl:1][C:2]1[CH:10]=[CH:9][C:5]([C:6]([OH:8])=O)=[CH:4][C:3]=1[C:11]#[N:12].S(Cl)(Cl)=O.[NH2:17][C:18]1[C:19]([Cl:26])=[N:20][CH:21]=[N:22][C:23]=1[O:24][CH3:25]>C1C=CC=CC=1.ClCCl>[Cl:1][C:2]1[CH:10]=[CH:9][C:5]([C:6]([NH:17][C:18]2[C:19]([Cl:26])=[N:20][CH:21]=[N:22][C:23]=2[O:24][CH3:25])=[O:8])=[CH:4][C:3]=1[C:11]#[N:12]. Reported procedure: To a suspension of the above-mentioned 4-chloro-3-cyanobenzoic acid (1.20 g, 6.61 mmol) in dry benzene (10 mL) was added thionyl chloride (0.58 mL, 7.95 mmol). The mixture was heated under refluxing for 4 hours, and then placed under reduced pressure to distill the solvent off. To the residue was added dry dichloromethane (5 mL), and the mixture was placed under reduced pressure to distill the dry benzene and the remaining thionyl chloride off. The residue was dissolved in dry dichloromethane (4... Starting materials: COC([C@@H](N)CC1=CC=CC=C1)=O (L-phenylalanine methyl ester), COCCC1(CCCC1)C(=O)O (1-(2-methoxyethyl)cyclopentane carboxylic acid). The product is COCCC1(CCCC1)C(=O)N[C@@H](CC1=CC=CC=C1)C(=O)O (N-[[1-(2-methoxyethyl)cyclopentyl]carbonyl]-L-phenylalanine). Reaction SMILES: C[O:2][C:3](=[O:13])[C@H:4]([CH2:6][C:7]1[CH:12]=[CH:11][CH:10]=[CH:9][CH:8]=1)[NH2:5].[CH3:14][O:15][CH2:16][CH2:17][C:18]1([C:23](O)=[O:24])[CH2:22][CH2:21][CH2:20][CH2:19]1>>[CH3:14][O:15][CH2:16][CH2:17][C:18]1([C:23]([NH:5][C@H:4]([C:3]([OH:2])=[O:13])[CH2:6][C:7]2[CH:12]=[CH:11][CH:10]=[CH:9][CH:8]=2)=[O:24])[CH2:22][CH2:21][CH2:20][CH2:19]1. Procedure details: 4-(1,3-dimethyl-2,4-dioxo-5-pyrimidinyl)]-N-[[1-(2-methoxyethyl)cyclopentyl]carbonyl]-L-phenylalanine was prepared from 4-(1,3-dimethyl-2,4-dioxo-5-pyrimidinyl)]-L-phenylalanine methyl ester and 1-(2-methoxyethyl)cyclopentane carboxylic acid (see WO 9910312) using the general procedures described in example 2. EI-HRMS m/e calcd for C24H31N3O5 (M+H) 458.2292, found 458.2279. Reactants: C(C)(C)(C)OC(=O)N1CC2CC=3C(N(C=CC3C(C1)C2)C)=O (5-methyl-6-oxo-5,11-diaza-tricyclo[7.3.1.02,7]trideca-2(7),3-diene-11-carboxylic acid tert-butylester), Cl (HCl). The solvent is C(C)(=O)OCC (ethyl acetate). Reaction conditions: time 16 hour. Product: CN1C=CC=2C3CNCC(CC2C1=O)C3 (5-Methyl-5,11-diaza-tricyclo[7.3.1.02,7]trideca-2(7),3-dien-6-one). The yield is 62.9%. As a reaction SMILES: C(OC([N:8]1[CH2:19][CH:18]2[CH2:20][CH:10]([CH2:11][C:12]3[C:13](=[O:22])[N:14]([CH3:21])[CH:15]=[CH:16][C:17]=32)[CH2:9]1)=O)(C)(C)C.Cl>C(OCC)(=O)C>[CH3:21][N:14]1[C:13](=[O:22])[C:12]2[CH2:11][CH:10]3[CH2:20][CH:18]([CH2:19][NH:8][CH2:9]3)[C:17]=2[CH:16]=[CH:15]1. Procedure: To 5-methyl-6-oxo-5,11-diaza-tricyclo[7.3.1.02,7]trideca-2(7),3-diene-11-carboxylic acid tert-butylester (22 mg, 0.07 mmol) (prepared above) was added anhydrous 3N HCl in ethyl acetate and the solution was stirred at room temperature for 16 h. The reaction mixture was evaporated in vacuo and the resulting white solid was recrystallized from methanol-ether to afford the desired product (9 mg, 64%). 1H NMR (CD3OD, 400 MHz) δ 7.53 (d, 1H, J=7 Hz), 6.25 (d, 1H, J=7 Hz), 3.54 (s, 3H), 3.3 (obsc. M, 4... Starting materials: FC(F)(F)c1ccccc1-c1ccc(CN2CCNC(Cc3ccccc3)C2)cc1, CN=C=O, ClCCl. The product is CNC(=O)N1CCN(Cc2ccc(-c3ccccc3C(F)(F)F)cc2)CC1Cc1ccccc1. RXN SMILES: [CH2:1]([c:2]1[cH:3][cH:4][cH:5][cH:6][cH:7]1)[CH:8]1[CH2:9][N:10]([CH2:14][c:15]2[cH:16][cH:17][c:18](-[c:21]3[c:22]([C:27]([F:28])([F:29])[F:30])[cH:23][cH:24][cH:25][cH:26]3)[cH:19][cH:20]2)[CH2:11][CH2:12][NH:13]1.[CH3:31][N:32]=[C:33]=[O:34].[Cl:35][CH2:36][Cl:37]>>[CH2:1]([c:2]1[cH:3][cH:4][cH:5][cH:6][cH:7]1)[CH:8]1[CH2:9][N:10]([CH2:14][c:15]2[cH:16][cH:17][c:18](-[c:21]3[c:22]([C:27]([F:28])([F:29])[F:30])[cH:23][cH:24][cH:25][cH:26]3)[cH:19][cH:20]2)[CH2:11][CH2:12][N:13]1[C:33]([NH:32][CH3:31])=[O:34]. Starting materials: S1(CCCC(CCC1)=O)(=O)=O (1-thiacyclooctane-5-one 1,1-dioxide), BrC1=CC=C(C=C1)NN (p-bromophenylhydrazine). The solvent is C(C)(=O)O (acetic acid). Product: BrC1=CC=2C3=C(NC2C=C1)CCCS(CC3)(=O)=O (1,2,4,5,6,7-Hexahydro-10-bromothiocino[5,4-b]indole 3,3-dioxide). Reaction SMILES: [S:1]1(=[O:11])(=[O:10])[CH2:8][CH2:7][CH2:6][C:5](=O)[CH2:4][CH2:3][CH2:2]1.[Br:12][C:13]1[CH:18]=[CH:17][C:16]([NH:19]N)=[CH:15][CH:14]=1>C(O)(=O)C>[Br:12][C:13]1[CH:18]=[CH:17][C:16]2[NH:19][C:5]3[CH2:4][CH2:3][CH2:2][S:1](=[O:11])(=[O:10])[CH2:8][CH2:7][C:6]=3[C:15]=2[CH:14]=1. Procedure: A mixture of 14.1g (0.08 mole) of 1-thiacyclooctane-5-one 1,1-dioxide and 16.1g (0.086 mole) of p-bromophenylhydrazine in 125 ml of glacial acetic acid is treated according to the procedure in Example 2. There is obtained 14.2g (54%) of a buff solid, m.p. 280° C., dec. Recrystallization from dimethylformamide-methanol gives 11.5g (44%) of an analytical sample, m.p. 283° C., dec.